From a dataset of the Open Reaction Database (ORD), a public repository of structured organic reaction records. describe an organic reaction: reactants, conditions, products, and yield Starting materials: Cc1ccc(B(O)O)cc1 (effective_coupling_partner), CCN(CC)C(=O)Oc1ccccc1 (substrate). Reagents/catalysts: IAd. Reaction conditions: temperature 150 celsius, time 20 hour. Yields the product Cc2ccc(c1ccccc1)cc2. Starting materials: C1(CC1)[Mg]Br (cyclopropylmagnesium bromide), FC(C1=CC=C(C=O)C=C1)(F)F (4-(trifluoromethyl)benzaldehyde), O (water), C(C)(=O)OCC (ethyl acetate). Conditions: time 8 hour. As a reaction SMILES: [CH:1]1([Mg]Br)[CH2:3][CH2:2]1.[F:6][C:7]([F:17])([F:16])[C:8]1[CH:15]=[CH:14][C:11]([CH:12]=[O:13])=[CH:10][CH:9]=1.O.C(OCC)(=O)C>C1COCC1.C(OCC)C>[CH:1]1([CH:12]([C:11]2[CH:10]=[CH:9][C:8]([C:7]([F:6])([F:16])[F:17])=[CH:15][CH:14]=2)[OH:13])[CH2:3][CH2:2]1. The product is C1(CC1)C(O)C1=CC=C(C=C1)C(F)(F)F (Cyclopropyl[4-(trifluoromethyl)phenyl]methanol). Run in C1CCOC1 (THF), C(C)OCC (diethyl ether). Procedure details: 34 ml (17.2 mmol) of 0.5N cyclopropylmagnesium bromide solution in THF were added to 2.00 g (11.5 mmol) of 4-(trifluoromethyl)benzaldehyde in 44 ml of diethyl ether at 0° C., and the mixture was warmed to RT and stirred at RT overnight. The reaction mixture was added to water and ethyl acetate, the phases were separated, the aqueous phase was extracted twice with ethyl acetate, and the combined organic phases were washed with saturated aqueous sodium chloride solution, dried over sodium sulfate,... Starting materials: C1OC=2C=C(CN)C=CC2O1 (3,4-methylenedioxybenzylamine), ClC=1N=C(C2=C(N1)SC(=C2Cl)C)Cl (2,4,5-trichloro-6-methyl-thieno-[2,3-d]-pyrimidine). The product is N1=CN=CC2=C1SC=C2 (thieno-[2,3-d]-pyrimidine). Reaction SMILES: C1OC2C=CC(CN)=CC=2O1.Cl[C:13]1[N:14]=[C:15](Cl)[C:16]2[C:21](Cl)=[C:20](C)[S:19][C:17]=2[N:18]=1>>[N:18]1[C:17]2[S:19][CH:20]=[CH:21][C:16]=2[CH:15]=[N:14][CH:13]=1. Procedure: Following the procedure of Example 1, the reaction of 3,4-methylenedioxybenzylamine with 2,4,5-trichloro-6-methyl-thieno-[2,3-d]-pyrimidine gives 2,5-dichloro-6-methyl-4-93,4-methylenedioxybenzylamino)-thieno-[2,3-d]-pyrimidine The reactants are N[C@H]1[C@@H](C(OC2=C1C=C(C=C2)C#N)(C)C)O ((trans)-4-amino-3,4-dihydro-3-hydroxy-2,2-dimethyl-2H-1-benzopyran-6-carbonitrile), C1=CC=C(C=C1)[C@H](C(=O)O)O (R(-)-mandelic acid), O.OC1=CC=CC=2NN=NC21 (hydroxybenzotriazole hydrate), C1(CCCCC1)N=C=NC1CCCCC1 (dicyclohexylcarbodiimide). Solvent: CN(C=O)C (dimethylformamide). Reaction conditions: time 20 hour. The product is C(#N)C=1C=CC2=C(C(=C(C(O2)(C)C)O)C2=C(C=CCC2)C(C(=O)N)O)C1 (6-Cyano-3,4-dihydro-3-hydroxy-2,2-dimethyl-2H-1-benzopyran-4-yl-α-hydroxybenzeneacetamide). Isolated yield 32.2%. RXN SMILES: N[C@@H:2]1[C:7]2[CH:8]=[C:9]([C:12]#[N:13])[CH:10]=[CH:11][C:6]=2[O:5][C:4]([CH3:15])([CH3:14])[C@H:3]1[OH:16].[CH:17]1[CH:22]=[CH:21][C:20]([C@@H:23]([OH:27])[C:24](O)=[O:25])=[CH:19][CH:18]=1.O.OC1C2N=N[NH:35]C=2C=CC=1.C1(N=C=NC2CCCCC2)CCCCC1>CN(C)C=O>[C:12]([C:9]1[CH:10]=[CH:11][C:6]2[O:5][C:4]([CH3:15])([CH3:14])[C:3]([OH:16])=[C:2]([C:21]3[CH2:22][CH2:17][CH:18]=[CH:19][C:20]=3[CH:23]([OH:27])[C:24]([NH2:35])=[O:25])[C:7]=2[CH:8]=1)#[N:13] |f:2.3|. Reported procedure: To a solution of (trans)-4-amino-3,4-dihydro-3-hydroxy-2,2-dimethyl-2H-1-benzopyran-6-carbonitrile (prepared according to Evans et al., J. Med. Chem., 1983, 26, p. 1582 and J. Med. Chem., 1986, 29, p. 2194) (1.64 g, 7.5 mmol), R(-)-mandelic acid (1.14 g, 7.5 mmol), hydroxybenzotriazole hydrate (1.0 g, 7.5 mmol) in dimethylformamide (15 ml) at 0° C. was added dicyclohexylcarbodiimide (1.55 g, 7.5 mmol) at room temperature. The reaction mixture was allowed to stir at room temperature for 20 hours ... Starting materials: [OH-].[Na+] (Sodium hydroxide), C(C)(C)(C)[C@H]1CC[C@H](CC1)C1=NC(=C2C(NC(=NN21)C=2C=C(C#N)C=CC2)=O)CC (cis-3-[7-(4-tert-Butylcyclohexyl)-5-ethyl-4-oxo-3,4-dihydroimidazo[5,1-f][1,2,4]-triazin-2-yl]benzonitrile), C(C)OC(C)=O (ethylacetate). Run in Cl (hydrochloric acid). Run at temperature 95 celsius, time 3 hour. Product: C(C)(C)(C)[C@H]1CC[C@H](CC1)C1=NC(=C2C(NC(=NN21)C=2C=C(C(=O)O)C=CC2)=O)CC (cis-3-[7-(4-tert-Butylcyclohexyl)-5-ethyl-4-oxo-3,4-dihydroimidazo[5,1-f][1,2,4]-triazin-2-yl]benzoic acid). RXN SMILES: [C:1]([C@@H:5]1[CH2:10][CH2:9][C@H:8]([C:11]2[N:19]3[C:14]([C:15](=[O:28])[NH:16][C:17]([C:20]4[CH:21]=C([CH:25]=[CH:26][CH:27]=4)C#N)=[N:18]3)=[C:13]([CH2:29][CH3:30])[N:12]=2)[CH2:7][CH2:6]1)([CH3:4])([CH3:3])[CH3:2].[OH-].[Na+].C([O:35][C:36](=[O:38])[CH3:37])C>Cl>[C:1]([C@@H:5]1[CH2:6][CH2:7][C@H:8]([C:11]2[N:19]3[C:14]([C:15](=[O:28])[NH:16][C:17]([C:20]4[CH:21]=[C:37]([CH:25]=[CH:26][CH:27]=4)[C:36]([OH:35])=[O:38])=[N:18]3)=[C:13]([CH2:29][CH3:30])[N:12]=2)[CH2:9][CH2:10]1)([CH3:4])([CH3:3])[CH3:2] |f:1.2|. Procedure details: 108 mg (0.27 mmol) cis-3-[7-(4-tert-butylcyclohexyl)-5-ethyl-4-oxo-3,4-dihydroimidazo[5,1-f][1,2,4]triazin-2-yl]benzonitrile (Example 40A) are dissolved in concentrated hydrochloric acid, and the reaction mixture is stirred at 95° C. for three hours. Sodium hydroxide (10% aqueous solution) (until a pH of 6–7 is achieved) and ethylacetate are added. The organic phase is dried over sodium sulfate and evaporated to dryness in vacuo. The product is purified by column chromatography.